Dataset: the Open Reaction Database (ORD), a public repository of structured organic reaction records. Task: describe an organic reaction: reactants, conditions, products, and yield The reactants are N#Cc1ccc(C(c2ncc[nH]2)C2(O)CCCC2)cc1, O=S(Cl)Cl. Product: N#Cc1ccc(C(=C2CCCC2)c2ncc[nH]2)cc1. As a reaction SMILES: [OH:1][C:2]1([CH:7]([c:8]2[nH:9][cH:10][cH:11][n:12]2)[c:13]2[cH:14][cH:15][c:16]([C:17]#[N:18])[cH:19][cH:20]2)[CH2:3][CH2:4][CH2:5][CH2:6]1.[S:21]([Cl:22])([Cl:23])=[O:24]>>[C:2]1(=[C:7]([c:8]2[nH:9][cH:10][cH:11][n:12]2)[c:13]2[cH:14][cH:15][c:16]([C:17]#[N:18])[cH:19][cH:20]2)[CH2:3][CH2:4][CH2:5][CH2:6]1. Starting materials: Cl.NC1CCN(CC1)CCN1C(C=CC2=CC=NC=C12)=O (1-(2-(4-aminopiperidin-1-yl)ethyl)-1,7-naphthyridin-2(1H)-one hydrochloride), C[O-].[Na+].CO (sodium methoxide methanol), C(#N)[BH3-].[Na+] (sodium cyanoborohydride), ClC1=CC=2SCC(NC2N=C1C=O)=O (7-chloro-3-oxo-3,4-dihydro-2H-pyrido(3,2-b)(1,4)thiazine-6-carbaldehyde), ClC1=CC=2SCC(NC2N=C1C=O)=O (7-chloro-3-oxo-3,4-dihydro-2H-pyrido(3,2-b)(1,4)thiazine-6-carbaldehyde). Solvent: CO (methanol), C(C)(=O)O (acetic acid). Conditions: time 30 minute. The product is ClC1=CC=2SCC(NC2N=C1CNC1CCN(CC1)CCN1C(C=CC2=CC=NC=C12)=O)=O (7-chloro-6-(((1-(2-(2-oxo-1,7-naphthyridin-1(2H)-yl)ethyl)piperidin-4-yl)amino)methyl)-2H-pyrido(3,2-b)(1,4)thiazin-3(4H)-one). Yield: 89.7%. Reaction SMILES: Cl.[NH2:2][CH:3]1[CH2:8][CH2:7][N:6]([CH2:9][CH2:10][N:11]2[C:20]3[C:15](=[CH:16][CH:17]=[N:18][CH:19]=3)[CH:14]=[CH:13][C:12]2=[O:21])[CH2:5][CH2:4]1.C[O-].[Na+].CO.[Cl:27][C:28]1[C:37]([CH:38]=O)=[N:36][C:35]2[NH:34][C:33](=[O:40])[CH2:32][S:31][C:30]=2[CH:29]=1.C([BH3-])#N.[Na+]>CO.C(O)(=O)C>[Cl:27][C:28]1[C:37]([CH2:38][NH:2][CH:3]2[CH2:8][CH2:7][N:6]([CH2:9][CH2:10][N:11]3[C:20]4[C:15](=[CH:16][CH:17]=[N:18][CH:19]=4)[CH:14]=[CH:13][C:12]3=[O:21])[CH2:5][CH2:4]2)=[N:36][C:35]2[NH:34][C:33](=[O:40])[CH2:32][S:31][C:30]=2[CH:29]=1 |f:0.1,2.3.4,6.7|. Reported procedure: To a suspension of 0.10 g of 1-(2-(4-aminopiperidin-1-yl)ethyl)-1,7-naphthyridin-2(1H)-one hydrochloride in 3 mL of methanol, 0.15 mL of a 28% sodium methoxide/methanol solution and 15 μL of acetic acid were added. Thereto were added 51 mg of 7-chloro-3-oxo-3,4-dihydro-2H-pyrido(3,2-b)(1,4)thiazine-6-carbaldehyde and 0.20 g of molecular sieves 3 A, and the mixture was stirred at room temperature for 30 minutes. Thereto was added 33 mg of sodium cyanoborohydride, and the mixture was stirred at ro...